This data is from the Open Reaction Database (ORD), a public repository of structured organic reaction records. The task is: describe an organic reaction: reactants, conditions, products, and yield Reactants: COCC1=C(C=CC(=C1)C(=O)O)C1=C(C=CC=C1)C (2-(methoxymethyl)-2′-methyl biphenyl-4-carboxylic acid), NC(C1=CC(=C(C(=O)OC)C=C1F)Cl)=NO (Methyl 4-[amino(hydroxyimino)methyl]-2-chloro-5-fluorobenzoate). The product is ClC1=C(C(=O)OC)C=C(C(=C1)C1=NOC(=N1)C1=CC(=C(C=C1)C1=C(C=CC=C1)C)COC)F (methyl 2-chloro-5-fluoro-4-{5-[2-(methoxymethyl)-2′-methylbiphenyl-4-yl]-1,2,4-oxadiazol-3-yl}benzoate). As a reaction SMILES: [CH3:1][O:2][CH2:3][C:4]1[CH:9]=[C:8]([C:10]([OH:12])=O)[CH:7]=[CH:6][C:5]=1[C:13]1[CH:18]=[CH:17][CH:16]=[CH:15][C:14]=1[CH3:19].[NH2:20][C:21](=[N:34]O)[C:22]1[C:31]([F:32])=[CH:30][C:25]([C:26]([O:28][CH3:29])=[O:27])=[C:24]([Cl:33])[CH:23]=1>>[Cl:33][C:24]1[CH:23]=[C:22]([C:21]2[N:20]=[C:10]([C:8]3[CH:7]=[CH:6][C:5]([C:13]4[CH:18]=[CH:17][CH:16]=[CH:15][C:14]=4[CH3:19])=[C:4]([CH2:3][O:2][CH3:1])[CH:9]=3)[O:12][N:34]=2)[C:31]([F:32])=[CH:30][C:25]=1[C:26]([O:28][CH3:29])=[O:27]. Procedure details: The title compound was prepared following procedure described for example 4, step 1, but starting from Intermediate 28 (230.67 mg; 0.90 mmol) and Intermediate 55 (184.97 mg; 0.75 mmol). The reaction mixture was filtered through a SPE NH2 column (2 g) and rinsed with ACN. The filtrate was passed through a SPE SCX column (2 g) and rinsed with ACN. After evaporation of the solvents, the crude product was purified by flash chromatography (c-hex/(DCM/EtOAc 1:1) gradient from 1:0 to 1:1). The white so... Reactants: FC1(CCN(CC1)C(=O)C1=CC=2C(=NC=C(C2)OC2CCN(CC2)C(C)C)N1)F ((4,4-Difluoro-piperidin-1-yl)-[5-(1-isopropyl-piperidin-4-yloxy)-1H-pyrrolo[2,3-b]pyridin-2-yl]-methanone), COC(=O)C1=CC=2C(=NC(=C(C2)OC2CCN(CC2)C(C)C)Cl)N1C(=O)OC(C)(C)C (6-chloro-5-(1-isopropyl-piperidin-4-yloxy)-pyrrolo[2,3-b]pyridine-1,2-dicarboxylic acid 1-tert-butyl ester 2-methyl ester), Cl (hydrochloric acid). The solvent is O1CCOCC1 (dioxan). The product is Cl.ClC1=C(C=C2C(=N1)NC(=C2)C(=O)O)OC2CCN(CC2)C(C)C (6-Chloro-5-(1-isopropyl-piperidin-4-yloxy)-1H-pyrrolo[2,3-b]pyridine-2-carboxylic Acid Hydrochloride), solid. Isolated yield 100.0%. RXN SMILES: FC1(F)CCN(C(C2NC3=NC=C(OC4CCN(C(C)C)CC4)C=C3C=2)=O)CC1.C[O:31][C:32]([C:34]1[N:53](C(OC(C)(C)C)=O)[C:37]2=[N:38][C:39]([Cl:52])=[C:40]([O:42][CH:43]3[CH2:48][CH2:47][N:46]([CH:49]([CH3:51])[CH3:50])[CH2:45][CH2:44]3)[CH:41]=[C:36]2[CH:35]=1)=[O:33].Cl>O1CCOCC1>[ClH:52].[Cl:52][C:39]1[N:38]=[C:37]2[NH:53][C:34]([C:32]([OH:33])=[O:31])=[CH:35][C:36]2=[CH:41][C:40]=1[O:42][CH:43]1[CH2:44][CH2:45][N:46]([CH:49]([CH3:51])[CH3:50])[CH2:47][CH2:48]1 |f:4.5|. Procedure details: The title compound was synthesized in analogy to example 13, intermediate b), from 6-chloro-5-(1-isopropyl-piperidin-4-yloxy)-pyrrolo[2,3-b]pyridine-1,2-dicarboxylic acid 1-tert-butyl ester 2-methyl ester and concentrated hydrochloric acid in dioxan after stirring at reflux temperature for 4 hours. The product was obtained as a light brown solid (>100%). Yields the product O=C(O)CCCSC1CC(=O)N1CC(=O)NCCCCCCc1ccc(F)cc1. As a reaction SMILES: [CH2:33]1[CH2:34][NH:35][CH2:36][CH2:37]1.[Cl:38][CH2:39][Cl:40].[F:1][c:2]1[cH:3][cH:4][c:5]([CH2:8][CH2:9][CH2:10][CH2:11][CH2:12][CH2:13][NH:14][C:15]([CH2:16][N:17]2[C:18](=[O:31])[CH2:19][CH:20]2[S:21][CH2:22][CH2:23][CH2:24][C:25](=[O:26])[O:27][CH2:28][CH:29]=[CH2:30])=[O:32])[cH:6][cH:7]1>>[F:1][c:2]1[cH:3][cH:4][c:5]([CH2:8][CH2:9][CH2:10][CH2:11][CH2:12][CH2:13][NH:14][C:15]([CH2:16][N:17]2[C:18](=[O:31])[CH2:19][CH:20]2[S:21][CH2:22][CH2:23][CH2:24][C:25](=[O:26])[OH:27])=[O:32])[cH:6][cH:7]1. The reactants are C1CCNC1, ClCCl, C=CCOC(=O)CCCSC1CC(=O)N1CC(=O)NCCCCCCc1ccc(F)cc1. Starting materials: CS(C)=O, Fc1ccccc1CCl, [K+], [K+], O=C1NCCN1, O=C([O-])[O-], O. The product is O=C1NCCN1Cc1ccccc1F. Reaction SMILES: [CH3:23][S:24]([CH3:25])=[O:26].[F:13][c:14]1[c:15]([CH2:16][Cl:17])[cH:18][cH:19][cH:20][cH:21]1.[K+:7].[K+:8].[NH:1]1[C:2](=[O:6])[NH:3][CH2:4][CH2:5]1.[O-:9][C:10]([O-:11])=[O:12].[OH2:22]>>[N:1]1([CH2:16][c:15]2[c:14]([F:13])[cH:21][cH:20][cH:19][cH:18]2)[C:2](=[O:6])[NH:3][CH2:4][CH2:5]1. As a reaction SMILES: [CH2:33]([Cl:34])[Cl:35].[CH2:6]([O+:7]([CH2:8][CH3:9])[CH2:10][CH3:11])[CH3:12].[CH3:13][NH:14][C:15]([CH2:16][CH2:17][C:18]1([CH3:31])[O:19][CH2:20][CH2:21][C:22]2=[C:23]1[CH2:24][c:25]1[cH:26][cH:27][cH:28][cH:29][c:30]12)=[O:32].[F:1][B-:2]([F:3])([F:4])[F:5]>>[CH3:13][NH:14][CH2:15][CH2:16][CH2:17][C:18]1([CH3:31])[O:19][CH2:20][CH2:21][C:22]2=[C:23]1[CH2:24][c:25]1[cH:26][cH:27][cH:28][cH:29][c:30]12. The reactants are ClCCl, CC[O+](CC)CC, CNC(=O)CCC1(C)OCCC2=C1Cc1ccccc12, F[B-](F)(F)F. The product is CNCCCC1(C)OCCC2=C1Cc1ccccc12. The reactants are CSC (dimethylsulfide), C(C1=CC=CC=C1)O[C@H]1[C@H](OC([C@H]([C@H]1OCC1=CC=CC=C1)OCC1=CC=CC=C1)C1=CC(=CC2=CC=CC=C12)CC1=CC2=C(S1)C=CC(=C2)OC)COCC2=CC=CC=C2 ((2R,3S,4R,5R)-3,4,5-trisbenzyloxy-2-benzyloxymethyl-6-[3-(5-methoxybenzo-[b]thiophen-2-ylmethyl)-naphthalen-1-yl]tetrahydropyran), C(O)([O-])=O.[Na+] (sodium hydrogen carbonate). The solvent is C(Cl)Cl (methylene chloride). Conditions: time 3 day. Product: OC[C@H]1O[C@H]([C@@H]([C@H]([C@@H]1O)O)O)C1=CC(=CC2=CC=CC=C12)CC1=CC2=C(S1)C=CC(=C2)OC ((2R,3S,4R,5R,6S)-2-Hydroxymethyl-6-[3-(5-methoxybenzo[b]thiophen-2-ylmethyl)naphthalen-1-yl]-tetrahydropyran-3,4,5-triol). The yield is 69.5%. RXN SMILES: CSC.C([O:11][C@@H:12]1[C@H:17]([O:18]CC2C=CC=CC=2)[C@H:16]([O:26]CC2C=CC=CC=2)[CH:15]([C:34]2[C:43]3[C:38](=[CH:39][CH:40]=[CH:41][CH:42]=3)[CH:37]=[C:36]([CH2:44][C:45]3[S:49][C:48]4[CH:50]=[CH:51][C:52]([O:54][CH3:55])=[CH:53][C:47]=4[CH:46]=3)[CH:35]=2)[O:14][C@@H:13]1[CH2:56][O:57]CC1C=CC=CC=1)C1C=CC=CC=1.C(=O)([O-])O.[Na+]>C(Cl)Cl>[OH:57][CH2:56][C@@H:13]1[C@@H:12]([OH:11])[C@H:17]([OH:18])[C@@H:16]([OH:26])[C@H:15]([C:34]2[C:43]3[C:38](=[CH:39][CH:40]=[CH:41][CH:42]=3)[CH:37]=[C:36]([CH2:44][C:45]3[S:49][C:48]4[CH:50]=[CH:51][C:52]([O:54][CH3:55])=[CH:53][C:47]=4[CH:46]=3)[CH:35]=2)[O:14]1 |f:2.3|. Reported procedure: Under a nitrogen atmosphere, dimethylsulfide (0.66 ml) and a boron trifluoride-diethyl ether complex (0.33 ml, 2.62 mmol) were added to a solution of (2R,3S,4R,5R)-3,4,5-trisbenzyloxy-2-benzyloxymethyl-6-[3-(5-methoxybenzo-[b]thiophen-2-ylmethyl)-naphthalen-1-yl]tetrahydropyran (217 ml, 0.262 mmol) in methylene chloride (4 ml) under cooling with ice. The reaction mixture was stirred at room temperature for three days, and then a saturated sodium hydrogen carbonate aqueous solution was added unde... The reactants are S1C(=CC=C1)C(=O)NC=1C=CC=C2C=C(NC12)C(=O)OCC (ethyl 7-[(2-thienylcarbonyl)amino]-1H-indole-2-carboxylate), CO (methanol), [OH-].[K+] (potassium hydroxide), C(CC(O)(C(=O)O)CC(=O)O)(=O)O (citric acid). Run in O1CCCC1 (tetrahydrofuran). Run at time 7 hour. The product is S1C(=CC=C1)C(=O)NC=1C=CC=C2C=C(NC12)C(=O)O (7-[(2-Thienylcarbonyl)amino]-1H-indole-2-carboxylic acid). Isolated yield 87.0%. Reaction SMILES: [S:1]1[CH:5]=[CH:4][CH:3]=[C:2]1[C:6]([NH:8][C:9]1[CH:10]=[CH:11][CH:12]=[C:13]2[C:17]=1[NH:16][C:15]([C:18]([O:20]CC)=[O:19])=[CH:14]2)=[O:7].CO.[OH-].[K+].C(O)(=O)CC(CC(O)=O)(C(O)=O)O>O1CCCC1>[S:1]1[CH:5]=[CH:4][CH:3]=[C:2]1[C:6]([NH:8][C:9]1[CH:10]=[CH:11][CH:12]=[C:13]2[C:17]=1[NH:16][C:15]([C:18]([OH:20])=[O:19])=[CH:14]2)=[O:7] |f:2.3|. Reported procedure: To a mixed solution of ethyl 7-[(2-thienylcarbonyl)amino]-1H-indole-2-carboxylate (410 mg) in tetrahydrofuran (6 mL)-methanol (6 mL) was added aqueous solution (3 mL) of 85% potassium hydroxide (400 mg), and the mixture was stirred at room temperature for 7 hr. Aqueous citric acid solution was added to the reaction mixture, and the mixture was extracted with ethyl acetate, washed with saturated brine, dried over anhydrous magnesium sulfate, and concentrated under reduced pressure. The obtained c...